This data is from the Open Reaction Database (ORD), a public repository of structured organic reaction records. The task is: describe an organic reaction: reactants, conditions, products, and yield Starting materials: Cl.ClC=1C=CC(=NC1)CN ((5-chloropyridin-2-yl)methanamine hydrochloride), C(=O)O (formic acid), [OH-].[NH4+] (ammonium hydroxide). Solvent: O (water), O (water). Conditions: temperature 0 celsius. Yields the product ClC=1C=CC(=NC1)CNC=O (N-((5-Chloropyridin-2-yl)methyl)formamide). Reaction SMILES: Cl.[Cl:2][C:3]1[CH:4]=[CH:5][C:6]([CH2:9][NH2:10])=[N:7][CH:8]=1.[CH:11](O)=[O:12].[OH-].[NH4+]>O>[Cl:2][C:3]1[CH:4]=[CH:5][C:6]([CH2:9][NH:10][CH:11]=[O:12])=[N:7][CH:8]=1 |f:0.1,3.4|. Procedure: A solution of (5-chloropyridin-2-yl)methanamine hydrochloride (1.0 g, 5.31 mmol) in formic acid (5.09 g, 4.24 mL, 106 mmol) was refluxed at 110° C. After 20 h the reaction was cooled to 0° C. and 25% ammonium hydroxide in water was added until pH˜9 was reached. The mixture was diluted with water and then extracted into dichloromethane (3×). The organic layers were combined and dried (MgSO4), filtered and concentrated in vacuo. This was used directly in the next step without further purification....